From a dataset of the Open Reaction Database (ORD), a public repository of structured organic reaction records. describe an organic reaction: reactants, conditions, products, and yield Reactants: C1=CNC2=C1C(=NC=N2)Cl (6-chloro-7-deazapurine), NC1=C(SC=C1)C(=O)OC (methyl 3-amino-2-thiophenecarboxylate), Cl (hydrochloric acid). Solvent: C(C)(C)(C)O (tert-butanol), CO (methanol). The product is COC(=O)C=1SC=CC1NC=1C2=C(N=CN1)NC=C2 (3-(7H-pyrrolo[2,3-d]pyrimidin-4-ylamino)-thiophene-2-carboxylic acid methyl ester). Isolated yield 67.2%. RXN SMILES: [CH:1]1[C:5]2[C:6](Cl)=[N:7][CH:8]=[N:9][C:4]=2[NH:3][CH:2]=1.[NH2:11][C:12]1[CH:16]=[CH:15][S:14][C:13]=1[C:17]([O:19][CH3:20])=[O:18].Cl>C(O)(C)(C)C.CO>[CH3:20][O:19][C:17]([C:13]1[S:14][CH:15]=[CH:16][C:12]=1[NH:11][C:6]1[C:5]2[CH:1]=[CH:2][NH:3][C:4]=2[N:9]=[CH:8][N:7]=1)=[O:18]. Procedure details: A suspension of 6-chloro-7-deazapurine (750 mg; 4.88 mmol), methyl 3-amino-2-thiophenecarboxylate (1.15 g; 7.33 mmol) and concentrated hydrochloric acid (410 μL; 4.9 mmol) in tert-butanol (15 mL) was microwaved at 75° C. for 3 h. The reaction mixture was diluted with methanol (15 mL) and filtered. The aqua solid was washed with methanol and dried under vacuo to afford the hydrochloric salt of 3-(7H-pyrrolo[2,3-d]pyrimidin-4-ylamino)-thiophene-2-carboxylic acid methyl ester (900 mg, 59%) as a gre... Starting materials: NC1=C(C=NN1CCOC(C1=CC=CC=C1)(C1=CC=CC=C1)C1=CC=CC=C1)CCNC(=O)OC(C)(C)C (5-amino-4-(2-tert-butoxycarbonylaminoethyl)-1-(2-triphenylmethyloxyethyl)-1H-pyrazole), C[Si](C)(C)I (trimethylsilyl iodide), C(C)(C)N(CC)C(C)C (diisopropylethylamine), C(C)(C)(C)OC(=O)NC1=NC(=NS1)/C(/C(=O)N[C@H]1[C@@H]2N(C(=C(CS2)CCl)C(=O)OC(C2=CC=CC=C2)C2=CC=CC=C2)C1=O)=N/OC(C)(C)C(=O)OC(C)(C)C (benzhydryl 7β-[(Z)-2-(5-tert-butoxycarbonylamino-1,2,4-thiadiazol-3-yl)-2-(1-tert-butoxycarbonyl-1-methylethoxyimino)acetamido]-3-chloromethyl-3-cephem-4-carboxylate), [I-].[Na+] (sodium iodide). Solvent: ClCCl (dichloromethane), O (water), C(C)(=O)OCC (ethyl acetate), CN(C=O)C (N,N-dimethylformamide). Product: NC1=NC(=NS1)/C(/C(=O)N[C@H]1[C@@H]2N(C(=C(CS2)C[N+]=2N(C(=C(C2)CCN)N)CCO)C(=O)[O-])C1=O)=N/OC(C)(C)C(=O)O (7β-[(Z)-2-(5-amino-1,2,4-thiadiazol-3-yl)-2-(1-carboxy-1-methylethoxyimino)acetamido]-3-[3-amino-4-(2-aminoethyl)-2-(2-hydroxyethyl)-1-pyrazolio]methyl-3-cephem-4-carboxylate). The yield is 8.6%. Reaction SMILES: [NH2:1][C:2]1[N:6]([CH2:7][CH2:8][O:9]C(C2C=CC=CC=2)(C2C=CC=CC=2)C2C=CC=CC=2)[N:5]=[CH:4][C:3]=1[CH2:29][CH2:30][NH:31]C(OC(C)(C)C)=O.C[Si](I)(C)C.C(N(C(C)C)CC)(C)C.C(OC([NH:60][C:61]1[S:65][N:64]=[C:63](/[C:66](=[N:97]/[O:98][C:99]([C:102]([O:104]C(C)(C)C)=[O:103])([CH3:101])[CH3:100])/[C:67]([NH:69][C@@H:70]2[C:95](=[O:96])[N:72]3[C:73]([C:79]([O:81]C(C4C=CC=CC=4)C4C=CC=CC=4)=[O:80])=[C:74]([CH2:77]Cl)[CH2:75][S:76][C@H:71]23)=[O:68])[N:62]=1)=O)(C)(C)C.[I-].[Na+]>ClCCl.CN(C)C=O.O.C(OCC)(=O)C>[NH2:60][C:61]1[S:65][N:64]=[C:63](/[C:66](=[N:97]/[O:98][C:99]([C:102]([OH:104])=[O:103])([CH3:100])[CH3:101])/[C:67]([NH:69][C@@H:70]2[C:95](=[O:96])[N:72]3[C:73]([C:79]([O-:81])=[O:80])=[C:74]([CH2:77][N+:5]4[N:6]([CH2:7][CH2:8][OH:9])[C:2]([NH2:1])=[C:3]([CH2:29][CH2:30][NH2:31])[CH:4]=4)[CH2:75][S:76][C@H:71]23)=[O:68])[N:62]=1 |f:4.5|. Procedure details: To a solution of 5-amino-4-(2-tert-butoxycarbonylaminoethyl)-1-(2-triphenylmethyloxyethyl)-1H-pyrazole (1.24 g) in dichloromethane (5 ml) were added trimethylsilyl iodide (0.688 ml) and diisopropylethylamine (0.842 ml) under ice-cooling, and the mixture was stirred under ice-cooling for 2 hours. To the reaction mixture was added a mixture of benzhydryl 7β-[(Z)-2-(5-tert-butoxycarbonylamino-1,2,4-thiadiazol-3-yl)-2-(1-tert-butoxycarbonyl-1-methylethoxyimino)acetamido]-3-chloromethyl-3-cephem-4-ca... Reported procedure: 210 mg of 1-cyclopropyl-5,6,7,8-tetrafluoro-1,4-dihydro-4-oxoquinoline-3-carboxylic acid, 120 mg of 4-chloroisoindoline, 213 mg of DBU, and 1.5 ml of anhydrous DMF were processed in the same manner as in Example 20 to produce 64 mg of the target compound. Starting materials: C1(CC1)N1C=C(C(C2=C(C(=C(C(=C12)F)F)F)F)=O)C(=O)O (1-cyclopropyl-5,6,7,8-tetrafluoro-1,4-dihydro-4-oxoquinoline-3-carboxylic acid), ClC1=C2CNCC2=CC=C1 (4-chloroisoindoline), C1CCC2=NCCCN2CC1 (DBU). Solvent: CN(C)C=O (DMF). Product: ClC1=C2CN(CC2=CC=C1)C1=C(C(=C2C(C(=CN(C2=C1F)C1CC1)C(=O)O)=O)F)F (7-(4-chloro-2-isoindolinyl)-1-cyclopropyl-5,6,8-trifluoro-1,4-dihydro-4-oxoquinoline-3-carboxylic acid). RXN SMILES: [CH:1]1([N:4]2[C:13]3[C:8](=[C:9]([F:17])[C:10]([F:16])=[C:11](F)[C:12]=3[F:14])[C:7](=[O:18])[C:6]([C:19]([OH:21])=[O:20])=[CH:5]2)[CH2:3][CH2:2]1.[Cl:22][C:23]1[CH:31]=[CH:30][CH:29]=[C:28]2[C:24]=1[CH2:25][NH:26][CH2:27]2.C1CCN2C(=NCCC2)CC1>CN(C=O)C>[Cl:22][C:23]1[CH:31]=[CH:30][CH:29]=[C:28]2[C:24]=1[CH2:25][N:26]([C:11]1[C:12]([F:14])=[C:13]3[C:8]([C:7](=[O:18])[C:6]([C:19]([OH:21])=[O:20])=[CH:5][N:4]3[CH:1]3[CH2:2][CH2:3]3)=[C:9]([F:17])[C:10]=1[F:16])[CH2:27]2. Isolated yield 21.1%. Starting materials: FC(C(C(F)(F)F)(O)C1=CC=C(C=C1)CN1CCC(CC1)OC1=CC=C(C=C1)[N+](=O)[O-])(F)F (1,1,1,3,3,3-Hexafluoro-2-(4-((4-(4-nitrophenoxy)piperidin-1-yl)methyl)phenyl)propan-2-ol). The reagents and catalysts are [Pd] (palladium). The solvent is CO (methanol). Product: NC1=CC=C(OC2CCN(CC2)CC2=CC=C(C=C2)C(C(F)(F)F)(C(F)(F)F)O)C=C1 (2-(4-((4-(4-Aminophenoxy)piperidin-1-yl)methyl)phenyl)-1,1,1,3,3,3-hexafluoropropan-2-ol). As a reaction SMILES: [F:1][C:2]([F:33])([F:32])[C:3]([C:9]1[CH:14]=[CH:13][C:12]([CH2:15][N:16]2[CH2:21][CH2:20][CH:19]([O:22][C:23]3[CH:28]=[CH:27][C:26]([N+:29]([O-])=O)=[CH:25][CH:24]=3)[CH2:18][CH2:17]2)=[CH:11][CH:10]=1)([OH:8])[C:4]([F:7])([F:6])[F:5]>CO.[Pd]>[NH2:29][C:26]1[CH:25]=[CH:24][C:23]([O:22][CH:19]2[CH2:20][CH2:21][N:16]([CH2:15][C:12]3[CH:11]=[CH:10][C:9]([C:3]([OH:8])([C:2]([F:33])([F:1])[F:32])[C:4]([F:5])([F:6])[F:7])=[CH:14][CH:13]=3)[CH2:17][CH2:18]2)=[CH:28][CH:27]=1. Procedure: 1,1,1,3,3,3-Hexafluoro-2-(4-((4-(4-nitrophenoxy)piperidin-1-yl)methyl)phenyl)propan-2-ol (4.01 mmol, 1.92 g) and palladium (10% on carbon, Degussa) (0.040 mmol, 0.085 g) were hydrogenated in methanol (20 mL) at 5 bar for 1 hour at room temperature. The reaction mixture was filtered and the filtrate concentrated under vacuum to afford the title compound. MS (ESI) m/z 449.1 [M+H]+ Reactants: Br, COc1ccc2nc(C(=O)O)ccc2c1, Cl, [NH4+], [OH-], O. The product is O=C(O)c1ccc2cc(O)ccc2n1. Reaction SMILES: [BrH:19].[CH3:1][O:2][c:3]1[cH:4][c:5]2[cH:6][cH:7][c:8]([C:13](=[O:14])[OH:15])[n:9][c:10]2[cH:11][cH:12]1.[ClH:18].[NH4+:16].[OH-:17].[OH2:20]>>[OH:2][c:3]1[cH:4][c:5]2[cH:6][cH:7][c:8]([C:13](=[O:14])[OH:15])[n:9][c:10]2[cH:11][cH:12]1. Reactants: CC(C)([O-])C.[K+] (potassium tert.-butoxide), C(CO)O.BrC1=CC=C(C=C1)OC1=CC=C(C=C1)Br (Ethyleneglycol mono-(4-bromo-phenyl)-ether), ClC1=C(C(=NC=N1)NS(=O)(=O)C=CC1=CC=CC=C1)C1=CC=C(C=C1)C (2-phenyl-ethenesulfonic acid [6-chloro-5-p-tolyl-pyrimidin-4-yl]-amide). Solvent: COCCOC (1,2-dimethoxyethane). Reaction conditions: time 1 hour. Yields the product BrC1=CC=C(OCCOC2=C(C(=NC=N2)NS(=O)(=O)C=CC2=CC=CC=C2)C2=CC=C(C=C2)C)C=C1 (2-phenyl-ethenesulfonic acid {6-[2-(4-bromo-phenoxy)-ethoxy]-5-p-tolyl-pyrimidin-4-yl}-amide). The yield is 61.3%. RXN SMILES: [CH2:1]([OH:4])[CH2:2][OH:3].BrC1C=CC(O[C:13]2[CH:18]=[CH:17][C:16]([Br:19])=[CH:15][CH:14]=2)=CC=1.CC(C)([O-])C.[K+].Cl[C:27]1[N:32]=[CH:31][N:30]=[C:29]([NH:33][S:34]([CH:37]=[CH:38][C:39]2[CH:44]=[CH:43][CH:42]=[CH:41][CH:40]=2)(=[O:36])=[O:35])[C:28]=1[C:45]1[CH:50]=[CH:49][C:48]([CH3:51])=[CH:47][CH:46]=1>COCCOC>[Br:19][C:16]1[CH:15]=[CH:14][C:13]([O:3][CH2:2][CH2:1][O:4][C:27]2[N:32]=[CH:31][N:30]=[C:29]([NH:33][S:34]([CH:37]=[CH:38][C:39]3[CH:44]=[CH:43][CH:42]=[CH:41][CH:40]=3)(=[O:35])=[O:36])[C:28]=2[C:45]2[CH:46]=[CH:47][C:48]([CH3:51])=[CH:49][CH:50]=2)=[CH:18][CH:17]=1 |f:0.1,2.3|. Reported procedure: Ethyleneglycol-mono-(4-bromo-phenyl)-ether (112 mg) was dissolved in 1,2-dimethoxyethane (5 ml) and potassium tert.-butoxide (50 mg) was added and stirring continued for 1 h, followed by the addition of 2-phenyl-ethenesulfonic acid [6-chloro-5-p-tolyl-pyrimidin-4-yl]-amide (100 mg) and stirring was continued at 80° C. for 24 h. The reaction mixture was evaporated to dryness, water (20 ml) was added followed by acidification with 10% citiric acid and extraction with ethyl acetate (2×, 20 ml). The... Starting materials: [H-].[Na+] (sodium hydride), FC(S(=O)(=O)OCC(C(C(COCC)(F)F)(F)F)(F)F)(F)F (5-ethoxy-2,2,3,3,4,4-hexafluoropentyl trifluoromethanesulfonate), C1(=CC=CC=C1)C (toluene), C(CCCCCCCCC)C=1C=NC(=NC1)C1=CC=C(C=C1)O (5-decyl-2-(4-hydroxyphenyl)pyrimidine). Solvent: O (water), CN(C=O)C (N,N-dimethylformamide), O (water). Conditions: time 30 minute. Product: C(CCCCCCCCC)C=1C=NC(=NC1)C1=CC=C(C=C1)OCC(C(C(COCC)(F)F)(F)F)(F)F (5-decyl-2-(4-(5-ethoxy-2,2,3,3,4,4-hexafluoropentoxy)phenyl)pyrimidine). The yield is 36.5%. Reaction SMILES: [H-].[Na+].C1(C)C=CC=CC=1.[CH2:10]([C:20]1[CH:21]=[N:22][C:23]([C:26]2[CH:31]=[CH:30][C:29]([OH:32])=[CH:28][CH:27]=2)=[N:24][CH:25]=1)[CH2:11][CH2:12][CH2:13][CH2:14][CH2:15][CH2:16][CH2:17][CH2:18][CH3:19].FC(F)(F)S(O[CH2:39][C:40]([F:52])([F:51])[C:41]([F:50])([F:49])[C:42]([F:48])([F:47])[CH2:43][O:44][CH2:45][CH3:46])(=O)=O>O.CN(C)C=O>[CH2:10]([C:20]1[CH:21]=[N:22][C:23]([C:26]2[CH:27]=[CH:28][C:29]([O:32][CH2:39][C:40]([F:51])([F:52])[C:41]([F:49])([F:50])[C:42]([F:48])([F:47])[CH2:43][O:44][CH2:45][CH3:46])=[CH:30][CH:31]=2)=[N:24][CH:25]=1)[CH2:11][CH2:12][CH2:13][CH2:14][CH2:15][CH2:16][CH2:17][CH2:18][CH3:19] |f:0.1|. Reported procedure: 0.4 g of sodium hydride (97% pure), 15 ml of toluene and 15 ml of anhydrous N,N-dimethylformamide were placed in a 100 flask fitted with a magnetic stir bar and water-cooled condensor with a dry nitrogen inlet. Then 3.3 g (0.0106 moles) of 5-decyl-2-(4-hydroxyphenyl)pyrimidine was slowly added. After stirring for 30 minutes at room temperature, 3.9 g (0.0106 moles) of 5-ethoxy-2,2,3,3,4,4-hexafluoropentyl trifluoromethanesulfonate (made essentially as in Example 3) was added and the contents sti... Starting materials: O=C(NCc1cccc(OCc2ccccc2)c1)c1ccc2ncccc2c1, CSc1ccccc1. The product is O=C(NCc1cccc(O)c1)c1ccc2ncccc2c1. RXN SMILES: [CH2:9]([c:10]1[cH:11][cH:12][cH:13][cH:14][cH:15]1)[O:16][c:17]1[cH:18][c:19]([CH2:20][NH:21][C:22](=[O:23])[c:24]2[cH:25][c:26]3[cH:27][cH:28][cH:29][n:30][c:31]3[cH:32][cH:33]2)[cH:34][cH:35][cH:36]1.[c:1]1([S:2][CH3:3])[cH:4][cH:5][cH:6][cH:7][cH:8]1>>[OH:16][c:17]1[cH:18][c:19]([CH2:20][NH:21][C:22](=[O:23])[c:24]2[cH:25][c:26]3[cH:27][cH:28][cH:29][n:30][c:31]3[cH:32][cH:33]2)[cH:34][cH:35][cH:36]1. Starting materials: NC1=NC=NC(=C1C(=O)N)N1CCC(CC1)C=1N(C=C(N1)C1=CC(=C(C=C1)F)C(F)(F)F)C (4-Amino-6-{4-[4-(4-fluoro-3-trifluoromethyl-phenyl)-1-methyl-1H-imidazol-2-yl]-piperidin-1-yl}-pyrimidine-5-carboxamide), NC1=NC=NC(=C1C#N)N1CCC(CC1)C=1N(C=C(N1)C1=CC(=C(C=C1)F)C)CCNC(C)C (4-Amino-6-{4-[4-(4-fluoro-3-methyl-phenyl)-1-(2-isopropylamino-ethyl)-1H-imidazol-2-yl]-piperidin-1-yl}-pyrimidine-5-carbonitrile). Product: NC1=NC=NC(=C1C(=O)N)N1CCC(CC1)C=1N(C=C(N1)C1=CC(=C(C=C1)F)C)CCNC(C)C (4-Amino-6-{4-[4-(4-fluoro-3-methyl-phenyl)-1-(2-isopropylamino-ethyl)-1H-imidazol-2-yl]-piperidin-1-yl}-pyrimidine-5-carboxylic acid amide). Reaction SMILES: [NH2:1][C:2]1[C:7]([C:8]([NH2:10])=[O:9])=[C:6]([N:11]2[CH2:16][CH2:15][CH:14]([C:17]3[N:18]([CH3:33])[CH:19]=[C:20]([C:22]4[CH:27]=[CH:26][C:25]([F:28])=[C:24]([C:29](F)(F)F)[CH:23]=4)[N:21]=3)[CH2:13][CH2:12]2)[N:5]=[CH:4][N:3]=1.NC1C(C#N)=C(N2CCC([C:49]3N(CCNC(C)C)[CH:51]=[C:52]([C:54]4C=CC(F)=C(C)C=4)[N:53]=3)CC2)N=CN=1>>[NH2:1][C:2]1[C:7]([C:8]([NH2:10])=[O:9])=[C:6]([N:11]2[CH2:16][CH2:15][CH:14]([C:17]3[N:18]([CH2:33][CH2:49][NH:53][CH:52]([CH3:54])[CH3:51])[CH:19]=[C:20]([C:22]4[CH:27]=[CH:26][C:25]([F:28])=[C:24]([CH3:29])[CH:23]=4)[N:21]=3)[CH2:13][CH2:12]2)[N:5]=[CH:4][N:3]=1. Procedure details: The title compound was prepared in an analogous manner as 4-Amino-6-{4-[4-(4-fluoro-3-trifluoromethyl-phenyl)-1-methyl-1H-imidazol-2-yl]-piperidin-1-yl}-pyrimidine-5-carboxamide using 4-Amino-6-{4-[4-(4-fluoro-3-methyl-phenyl)-1-(2-isopropylamino-ethyl)-1H-imidazol-2-yl]-piperidin-1-yl}-pyrimidine-5-carbonitrile instead of 4-amino-6-(4-{4-[4-fluoro-3-(trifluoromethyl)phenyl]-1-methyl-1H-imidazol-2-yl}piperidin-1-yl)pyrimidine-5-carbonitrile. LC-MS: (M+1=481, obsd.=481).